From a dataset of the Open Reaction Database (ORD), a public repository of structured organic reaction records. describe an organic reaction: reactants, conditions, products, and yield Starting materials: NCC1CCCCC1, ClC(Cl)Cl, Cn1c(=O)c(Oc2ccccc2F)cc2cnc(S(C)(=O)=O)nc21. Yields the product Cn1c(=O)c(Oc2ccccc2F)cc2cnc(NCC3CCCCC3)nc21. RXN SMILES: [CH:25]1([CH2:31][NH2:32])[CH2:26][CH2:27][CH2:28][CH2:29][CH2:30]1.[CH:33]([Cl:34])([Cl:35])[Cl:36].[F:1][c:2]1[c:3]([O:4][c:5]2[cH:6][c:7]3[c:8]([n:9][c:10]([S:13]([CH3:14])(=[O:15])=[O:16])[n:11][cH:12]3)[n:17]([CH3:20])[c:18]2=[O:19])[cH:21][cH:22][cH:23][cH:24]1>>[F:1][c:2]1[c:3]([O:4][c:5]2[cH:6][c:7]3[c:8]([n:9][c:10]([NH:32][CH2:31][CH:25]4[CH2:26][CH2:27][CH2:28][CH2:29][CH2:30]4)[n:11][cH:12]3)[n:17]([CH3:20])[c:18]2=[O:19])[cH:21][cH:22][cH:23][cH:24]1. The reactants are CCOC(=O)C1CCOCC1, CC(C)[N-]C(C)C, CC(C)NC(C)C, Cl, ICI, [Li+], C1CCOC1. Product: CCOC(=O)C1(CI)CCOCC1, CC(C)[N-]C(C)C, [Li+]. Reaction SMILES: [CH2:8]([CH3:9])[O:10][C:11](=[O:12])[CH:13]1[CH2:14][CH2:15][O:16][CH2:17][CH2:18]1.[CH:19]([N-:20][CH:21]([CH3:22])[CH3:23])([CH3:24])[CH3:25].[CH:1]([CH3:2])([CH3:3])[NH:4][CH:5]([CH3:6])[CH3:7].[ClH:35].[I:27][CH2:28][I:29].[Li+:26].[O:30]1[CH2:31][CH2:32][CH2:33][CH2:34]1>>[CH2:8]([CH3:9])[O:10][C:11](=[O:12])[C:13]1([CH2:28][I:27])[CH2:14][CH2:15][O:16][CH2:17][CH2:18]1.[CH:1]([CH3:2])([CH3:3])[N-:4][CH:5]([CH3:6])[CH3:7].[Li+:26].